This data is from the Open Reaction Database (ORD), a public repository of structured organic reaction records. The task is: describe an organic reaction: reactants, conditions, products, and yield RXN SMILES: [F:1][c:2]1[c:3](-[c:8]2[n:9][n:10]3[c:11](=[O:21])[nH:12][c:13]4[c:14]([c:15]3[n:16]2)[CH2:17][NH:18][CH2:19][CH2:20]4)[cH:4][cH:5][cH:6][cH:7]1.[c:22]1([CH2:28][C:29](=[O:30])[Cl:31])[cH:23][cH:24][cH:25][cH:26][cH:27]1>>[F:1][c:2]1[c:3](-[c:8]2[n:9][n:10]3[c:11](=[O:21])[nH:12][c:13]4[c:14]([c:15]3[n:16]2)[CH2:17][N:18]([C:29]([CH2:28][c:22]2[cH:23][cH:24][cH:25][cH:26][cH:27]2)=[O:30])[CH2:19][CH2:20]4)[cH:4][cH:5][cH:6][cH:7]1. Starting materials: O=c1[nH]c2c(c3nc(-c4ccccc4F)nn13)CNCC2, O=C(Cl)Cc1ccccc1. Yields the product O=C(Cc1ccccc1)N1CCc2[nH]c(=O)n3nc(-c4ccccc4F)nc3c2C1. Reactants: CC(=O)O[C@@H]1C[C@]2([C@@H](CC[C@@H]2O)C3=C1[C@@]4(C=5C(=COC5C3=O)C(=O)O[C@@H]4COC)C)C (17-Hydroxywortmannin), N1(CCCCC1)C1CCNCC1 (4-piperidinopiperidine). Run in C(Cl)Cl (methylene chloride). Conditions: time 30 minute. Yields the product N1(CCCCC1)C1CCN(CC1)C=C1C(OC(C2(C=3C(CC4(C(CCC4C3C(C(=C12)O)=O)O)C)OC(C)=O)C)COC)=O (Acetic acid 4-[1,4′]bipiperidinyl-1′-ylmethylene-6,17-dihydroxy-1-methoxymethyl-10,13-dimethyl-3,7-dioxo-1,3,4,7,10,11,12,13,14,15,16,17-dodecahydro-2-oxa-cyclopenta[a]phenanthren-11-yl ester). The yield is 72.6%. RXN SMILES: [CH3:1][C:2]([O:4][C@H:5]1[C:14]2[C@@:15]3([CH3:30])[C@@H:26]([CH2:27][O:28][CH3:29])[O:25][C:23](=[O:24])[C:17]4=[CH:18][O:19][C:20]([C:21](=[O:22])[C:13]=2[C@@H:8]2[CH2:9][CH2:10][C@H:11]([OH:12])[C@@:7]2([CH3:31])[CH2:6]1)=[C:16]34)=[O:3].[N:32]1([CH:38]2[CH2:43][CH2:42][NH:41][CH2:40][CH2:39]2)[CH2:37][CH2:36][CH2:35][CH2:34][CH2:33]1>C(Cl)Cl>[N:32]1([CH:38]2[CH2:43][CH2:42][N:41]([CH:18]=[C:17]3[C:16]4[C:15]([CH3:30])([C:14]5[CH:5]([O:4][C:2](=[O:3])[CH3:1])[CH2:6][C:7]6([CH3:31])[CH:8]([C:13]=5[C:21](=[O:22])[C:20]=4[OH:19])[CH2:9][CH2:10][CH:11]6[OH:12])[CH:26]([CH2:27][O:28][CH3:29])[O:25][C:23]3=[O:24])[CH2:40][CH2:39]2)[CH2:37][CH2:36][CH2:35][CH2:34][CH2:33]1. Procedure: 17-Hydroxywortmannin (30 mg, 0.069 mmol) is dissolved in 2 ml methylene chloride and stirred at room temperature under nitrogen atmosphere as 4-piperidinopiperidine (0.069 mmol, 11.6 mg) is added. The reaction solution turns orange immediately. After 30 min, the solvent is evaporated and the solid is recrystallized from ethyl acetate/hexane (2:1). After filtration, the solid is washed with hexane and dried under vacuum to yield about 30 mg the title compound as an orange powder. UV λmax (CH3CN/H... Isolated yield 58.0%. Reported procedure: 1-[2-(tert-Butoxycarbonylamino)-5-methoxyphenyl]-2-butanone (7.33 g, 0.025 mol) in 120 mL of CH2Cl2 and 20 mL of trifluoroacetic acid was stirred for 20 hours, washed with water, NaHCO3 solution and the product chromatographed on silica (eluted with 20% EtOAc/hexane) to give 2.54 g (58% yield) of 2-ethyl-5-methoxy-1H-indole as a white solid, mp 49°-50° C. Reaction SMILES: C(OC([NH:8][C:9]1[CH:14]=[CH:13][C:12]([O:15][CH3:16])=[CH:11][C:10]=1[CH2:17][C:18](=O)[CH2:19][CH3:20])=O)(C)(C)C>C(Cl)Cl.FC(F)(F)C(O)=O>[CH2:19]([C:18]1[NH:8][C:9]2[C:10]([CH:17]=1)=[CH:11][C:12]([O:15][CH3:16])=[CH:13][CH:14]=2)[CH3:20]. Product: C(C)C=1NC2=CC=C(C=C2C1)OC (2-ethyl-5-methoxy-1H-indole). The solvent is C(Cl)Cl (CH2Cl2), FC(C(=O)O)(F)F (trifluoroacetic acid). Reactants: C(C)(C)(C)OC(=O)NC1=C(C=C(C=C1)OC)CC(CC)=O (1-[2-(tert-Butoxycarbonylamino)-5-methoxyphenyl]-2-butanone). Reaction conditions: temperature 35 celsius, time 1 hour. The solvent is C(C)(=O)O (acetic acid), O (water), O (water), C(C)(=O)O (acetic acid). Reaction SMILES: N([O-])=O.[Na+].N[C:6]1[CH:7]=[C:8]([CH:12]=[CH:13][C:14]=1[CH3:15])[C:9]([OH:11])=[O:10].Cl.[CH3:17][S:18]SC>O.C(O)(=O)C.[Cu]>[CH3:15][C:14]1[CH:13]=[CH:12][C:8]([C:9]([OH:11])=[O:10])=[CH:7][C:6]=1[S:18][CH3:17] |f:0.1|. Procedure details: A solution of sodium nitrite (14.5 g) in water was added to a stirred, cooled suspension of 3-amino-4-methylbenzoic acid (30.23 g) in a mixture of acetic acid and concentrated hydrochloric acid at a temperature between 0° C. and 5° C. The mixture was stirred at 0°-5° C. for 1 hour and the resulting mixture was added to a stirred mixture of dimethyl disulphide (22 ml) and copper powder (0.25 g) in acetic acid while maintaining the temperature at about 35° C. Further copper powder (3 g) was added ... The reactants are CSSC (dimethyl disulphide), N(=O)[O-].[Na+] (sodium nitrite), NC=1C=C(C(=O)O)C=CC1C (3-amino-4-methylbenzoic acid), Cl (hydrochloric acid). Reagents/catalysts: [Cu] (copper), [Cu] (copper). Yields the product CC1=C(C=C(C(=O)O)C=C1)SC (4-methyl-3-methylsulphenylbenzoic acid). Procedure: 1-Benzylnaphthalene (3.0 g; 13.7 mMol), as prepared above, formaldehyde (1.0 g; 35.7 mMol), glacial acetic acid (4.3 g; 71.7 mMol), concentrated hydrochloric acid (6.5 mL) and 85% phosphoric acid (4.3 mL) were combined and heated in an oil bath maintained at 90° C. for 4.5 hr. The reaction mixture was cooled, a small amount of water was added, and extraction was carried out with diethyl ether. The combined organic extractions were washed with sodium carbonate (10% aqueous), and brine; then dried... Reaction SMILES: [CH2:1]([C:8]1[C:17]2[C:12](=[CH:13][CH:14]=[CH:15][CH:16]=2)[CH:11]=[CH:10]C=1)[C:2]1[CH:7]=[CH:6][CH:5]=[CH:4][CH:3]=1.C=O.[C:20](O)(=O)[CH3:21].[ClH:24].P(=O)(O)(O)O>O>[CH2:1]([C:8]1[C:17]2[C:12](=[CH:13][CH:14]=[CH:15][CH:16]=2)[CH:11]=[CH:10][C:20]=1[CH2:21][Cl:24])[C:2]1[CH:7]=[CH:6][CH:5]=[CH:4][CH:3]=1. Run in O (water). Reactants: C(C1=CC=CC=C1)C1=CC=CC2=CC=CC=C12 (1-Benzylnaphthalene), C=O (formaldehyde), C(C)(=O)O (acetic acid), Cl (hydrochloric acid), P(O)(O)(O)=O (phosphoric acid). The yield is 32.0%. The product is C(C1=CC=CC=C1)C1=C(C=CC2=CC=CC=C12)CCl (1-benzyl-2-chloromethylnaphthalene). Conditions: temperature 90 celsius. The reactants are Cc1ncc(Br)n1C, O=C([O-])[O-], ClCCl, COc1ccc(F)c(Cl)c1C(C)c1c[nH]c2ncc(B3OC(C)(C)C(C)(C)O3)cc12, [K+], [K+], C1COCCO1. Yields the product COc1ccc(F)c(Cl)c1C(C)c1c[nH]c2ncc(-c3cnc(C)n3C)cc12. Reaction SMILES: [Br:1][c:2]1[cH:3][n:4][c:5]([CH3:8])[n:6]1[CH3:7].[C:39](=[O:40])([O-:41])[O-:42].[Cl:45][CH2:46][Cl:47].[Cl:9][c:10]1[c:11]([CH:19]([CH3:20])[c:21]2[cH:22][nH:23][c:24]3[n:25][cH:26][c:27]([B:30]4[O:31][C:32]([CH3:33])([CH3:34])[C:35]([CH3:36])([CH3:37])[O:38]4)[cH:28][c:29]23)[c:12]([O:17][CH3:18])[cH:13][cH:14][c:15]1[F:16].[K+:43].[K+:44].[O:48]1[CH2:49][CH2:50][O:51][CH2:52][CH2:53]1>>[c:2]1(-[c:27]2[cH:26][n:25][c:24]3[nH:23][cH:22][c:21]([CH:19]([c:11]4[c:10]([Cl:9])[c:15]([F:16])[cH:14][cH:13][c:12]4[O:17][CH3:18])[CH3:20])[c:29]3[cH:28]2)[cH:3][n:4][c:5]([CH3:8])[n:6]1[CH3:7].